The task is: describe an organic reaction: reactants, conditions, products, and yield. This data is from the Open Reaction Database (ORD), a public repository of structured organic reaction records. The reactants are CC(=O)OC(C)=O, [K+], Nc1ccc2c(c1[N+](=O)[O-])CCC2, Nc1cc2c(cc1[N+](=O)[O-])CCC2, O=[N+]([O-])[O-], Nc1ccc2c(c1)CCC2, C1COCCO1, O. Yields the product CC(=O)Nc1cc2c(cc1[N+](=O)[O-])CCC2. As a reaction SMILES: [CH3:27][C:28](=[O:29])[O:30][C:31]([CH3:32])=[O:33].[K+:48].[N+:14]([c:15]1[c:16]([NH2:17])[cH:18][cH:19][c:20]2[c:21]1[CH2:22][CH2:23][CH2:24]2)([O-:25])=[O:26].[N+:1](=[O:2])([O-:3])[c:4]1[c:5]([NH2:13])[cH:6][c:7]2[c:11]([cH:12]1)[CH2:10][CH2:9][CH2:8]2.[N+:44]([O-:45])([O-:46])=[O:47].[NH2:34][c:35]1[cH:36][c:37]2[c:38]([cH:39][cH:40]1)[CH2:41][CH2:42][CH2:43]2.[O:49]1[CH2:50][CH2:51][O:52][CH2:53][CH2:54]1.[OH2:55]>>[N+:1](=[O:2])([O-:3])[c:4]1[c:5]([NH:13][C:28]([CH3:27])=[O:29])[cH:6][c:7]2[c:11]([cH:12]1)[CH2:10][CH2:9][CH2:8]2. The reactants are C1(=CC=CC2=CC=CC=C12)[C@H](C)NC[Si](C)(C)C ((S)-(-)-N-1-(1-naphthyl)ethyl-N-trimethylsilylmethylamine), C=O (formaldehyde). The solvent is C(CCC)O (n-butanol). Yields the product C1(=CC=CC2=CC=CC=C12)[C@H](C)N(COCCCC)C[Si](C)(C)C ((S)-(-)-N-[1-(1-Naphthyl)ethyl]-N-butoxymethyltrimethylsilylmethyl amine), acetal. RXN SMILES: [C:1]1([C@@H:11]([NH:13][CH2:14][Si:15]([CH3:18])([CH3:17])[CH3:16])[CH3:12])[C:10]2[C:5](=[CH:6][CH:7]=[CH:8][CH:9]=2)[CH:4]=[CH:3][CH:2]=1.[CH2:19]=[O:20]>C(O)CCC>[C:1]1([C@@H:11]([N:13]([CH2:14][Si:15]([CH3:17])([CH3:16])[CH3:18])[CH2:19][O:20][CH2:10][CH2:1][CH2:2][CH3:3])[CH3:12])[C:10]2[C:5](=[CH:6][CH:7]=[CH:8][CH:9]=2)[CH:4]=[CH:3][CH:2]=1. Reported procedure: The title compound was prepared from (S)-(-)-N-1-(1-naphthyl)ethyl-N-trimethylsilylmethylamine by reaction with n-butanol and aqueous formaldehyde following the procedure of Example 2 to give the crude acetal (80% pure) as a pale yellow oil (5.5 g, 82%). δH [CD3)2CO] 0.1 (s, SiMe3), 0.93 (t, J 7 Hz, CH3CH2), 1.2-1.7 (m, CH3CH and (CH2)2), 2.22, 2.45 (AB quartet, J 15 Hz, NCH2Si), 3.25 (t, J 7 Hz, CH2O), 4.22, 4.35 (AB quartet, J 10 Hz, NCH2O), 4.78 (q, J 7 Hz, CH), 7.3-8.5 (m, naphthyl). Starting materials: C1CCOC1, CCOC(=O)C1CNc2ccccc21, O. RXN SMILES: [CH2:16]1[O:17][CH2:18][CH2:19][CH2:20]1.[NH:1]1[CH2:2][CH:3]([C:10](=[O:11])[O:12][CH2:13][CH3:14])[c:4]2[cH:5][cH:6][cH:7][cH:8][c:9]21.[OH2:15]>>[NH:1]1[CH2:2][CH:3]([CH2:10][OH:11])[c:4]2[cH:5][cH:6][cH:7][cH:8][c:9]21. Product: OCC1CNc2ccccc21. Starting materials: C1(=CC=CC=C1)P(=O)(C1=CC=CC=C1)N=[N+]=[N-] (Diphenylphosphoryl azide), C12C(CC(C=C1)C2)C=CC(=O)O (3-(5-norbornen-2-yl)acrylic acid), N1=CC=CC=C1 (pyridine). Conditions: temperature 80 celsius, time 30 minute. Yields the product C12C(CC(C=C1)C2)C=CN=C=O (2-(5-norbornen-2-yl)ethenyl isocyanate). As a reaction SMILES: C1(P(N=[N+]=[N-])(C2C=CC=CC=2)=[O:8])C=CC=CC=1.[CH:18]12[CH2:24][CH:21]([CH:22]=[CH:23]1)[CH2:20][CH:19]2[CH:25]=[CH:26]C(O)=O.[N:30]1[CH:35]=CC=CC=1>>[CH:18]12[CH2:24][CH:21]([CH:22]=[CH:23]1)[CH2:20][CH:19]2[CH:25]=[CH:26][N:30]=[C:35]=[O:8]. Procedure details: Diphenylphosphoryl azide (12.1 g.) was added dropwise to a solution of 3-(5-norbornen-2-yl)acrylic acid (6.57 g.) in dry pyridine (30 ml.) and stirred at 80° C. for 30 minutes to give 2-(5-norbornen-2-yl)ethenyl isocyanate (I.R.: 2260 cm-1).